This data is from the Open Reaction Database (ORD), a public repository of structured organic reaction records. The task is: describe an organic reaction: reactants, conditions, products, and yield Starting materials: COC(=O)C1CC(OS(=O)(=O)c2ccc(Br)cc2)CN1C(=O)OC(C)(C)C, COc1cc2[nH]c(=O)cc(O)c2cc1Br, O=C([O-])[O-], CN1CCCC1=O, [Cs+], [Cs+]. Product: COC(=O)C1CC(Oc2cc(=O)[nH]c3cc(OC)c(Br)cc23)CN1C(=O)OC(C)(C)C. As a reaction SMILES: [Br:1][c:2]1[cH:3][cH:4][c:5]([S:6](=[O:7])(=[O:8])[O:11][CH:12]2[CH2:13][CH:14]([C:24](=[O:25])[O:26][CH3:27])[N:15]([C:17](=[O:18])[O:19][C:20]([CH3:21])([CH3:22])[CH3:23])[CH2:16]2)[cH:9][cH:10]1.[Br:28][c:29]1[cH:30][c:31]2[c:32]([OH:42])[cH:33][c:34](=[O:41])[nH:35][c:36]2[cH:37][c:38]1[O:39][CH3:40].[C:43](=[O:44])([O-:45])[O-:46].[CH3:49][N:50]1[CH2:51][CH2:52][CH2:53][C:54]1=[O:55].[Cs+:47].[Cs+:48]>>[O:11]([CH:12]1[CH2:13][CH:14]([C:24](=[O:25])[O:26][CH3:27])[N:15]([C:17](=[O:18])[O:19][C:20]([CH3:21])([CH3:22])[CH3:23])[CH2:16]1)[c:32]1[c:31]2[cH:30][c:29]([Br:28])[c:38]([O:39][CH3:40])[cH:37][c:36]2[nH:35][c:34](=[O:41])[cH:33]1. Starting materials: [Na+], [OH-], O, OCCO, CCCS(=O)(=O)c1ccc2c(c1)CCN2c1cc(OC2CCN(C(=O)n3ccnc3)CC2)ncn1. Yields the product CCCS(=O)(=O)c1ccc2c(c1)CCN2c1cc(OC2CCNCC2)ncn1. Reaction SMILES: [Na+:2].[OH-:1].[OH2:42].[OH:3][CH2:4][CH2:5][OH:6].[n:7]1([C:8](=[O:9])[N:14]2[CH2:15][CH2:16][CH:17]([O:20][c:21]3[cH:22][c:23]([N:27]4[CH2:28][CH2:29][c:30]5[cH:31][c:32]([S:36](=[O:37])(=[O:38])[CH2:39][CH2:40][CH3:41])[cH:33][cH:34][c:35]54)[n:24][cH:25][n:26]3)[CH2:18][CH2:19]2)[cH:10][cH:11][n:12][cH:13]1>>[NH:14]1[CH2:15][CH2:16][CH:17]([O:20][c:21]2[cH:22][c:23]([N:27]3[CH2:28][CH2:29][c:30]4[cH:31][c:32]([S:36](=[O:37])(=[O:38])[CH2:39][CH2:40][CH3:41])[cH:33][cH:34][c:35]43)[n:24][cH:25][n:26]2)[CH2:18][CH2:19]1. The reactants are C1(\C=C/C(=O)O1)=O (maleic anhydride), NC1=C(C=CC=C1)O (aminophenol), CN(C=O)C (dimethylformamide), C1(\C=C/C(=O)O1)=O (maleic anhydride), OC1=C(C=CC=C1)NC(\C=C/C(=O)O)=O (N-(hydroxyphenyl)maleamic acid). Reagents/catalysts: tertiary amine. Run in C=1(C(=CC=CC1)C)C (xylene), C1(=CC=CC=C1)C (toluene). The product is OC1=C(C=CC=C1)N1C(C=CC1=O)=O (N-(hydroxyphenyl)maleimide). Reaction SMILES: C1(=O)OC(=O)C=C1.NC1C=CC=CC=1O.CN(C)C=O.[OH:21][C:22]1[CH:27]=[CH:26][CH:25]=[CH:24][C:23]=1[NH:28][C:29](=[O:35])/[CH:30]=[CH:31]\[C:32]([OH:34])=O>C1(C)C(C)=CC=CC=1.C1(C)C=CC=CC=1>[OH:21][C:22]1[CH:27]=[CH:26][CH:25]=[CH:24][C:23]=1[N:28]1[C:29](=[O:35])[CH:30]=[CH:31][C:32]1=[O:34]. Procedure: A maleic anhydride copolymer and an aminophenol are heated in an organic solvent such as dimethylformamide to 0°-150° C., preferably 10°-100° C., more preferably 50°-100° C. for 1-20 hours to convert a portion or whole of the maleic anhydride units into N-(hydroxyphenyl)maleamic acid unit. To the reaction mixture is added a tertiary amine catalyst, and is further added an azeotropic agent (i.e., azeotropic solvent) such as toluene or xylene for removing water produced upon cyclization-dehydratio... Procedure details: Dissolve 13β-ethyl-3-methoxy-gona-2,5(10)-dien-17β-ol (0.47 g.) in hot methanol (25 cc.). Add 3N hydrochloric acid (15 cc.) and keep the mixture at 70° C. under nitrogen for 1 hour. Add water and work up with ether and chromatograph the resulting gum on activated alumina (40 g.). Elute with ether to give a fraction (0.2 g.) which on recrystallization from light petroleum gives 13β-ethyl-17β-hydroxy-gon-4-en-3-one; m.p. 153°-5° C; ultra-violet absorption peak at 240 mμ (ε 16,300). As a reaction SMILES: [CH2:1]([C@:3]12[CH2:11][CH2:10][C@@H:9]3[C:12]4[CH2:13][CH:14]=[C:15]([O:20]C)[CH2:16][C:17]=4[CH2:18][CH2:19][C@H:8]3[C@@H:7]1[CH2:6][CH2:5][C@@H:4]2[OH:22])[CH3:2].Cl.O.CCOCC>CO>[CH2:1]([C@:3]12[CH2:11][CH2:10][C@@H:9]3[C@@H:12]4[C:17]([CH2:18][CH2:19][C@H:8]3[C@@H:7]1[CH2:6][CH2:5][C@@H:4]2[OH:22])=[CH:16][C:15](=[O:20])[CH2:14][CH2:13]4)[CH3:2]. The reactants are CCOCC (ether), C(C)[C@]12[C@H](CC[C@H]2[C@H]2[C@H](CC1)C=1CC=C(CC1CC2)OC)O (13β-ethyl-3-methoxy-gona-2,5(10)-dien-17β-ol), O (water), Cl (hydrochloric acid). The product is C(C)[C@]12[C@H](CC[C@H]2[C@H]2[C@H](CC1)[C@H]1CCC(C=C1CC2)=O)O (13β-ethyl-17β-hydroxy-gon-4-en-3-one). Run in CO (methanol).